This data is from the Open Reaction Database (ORD), a public repository of structured organic reaction records. The task is: describe an organic reaction: reactants, conditions, products, and yield Reactants: CC(=O)Nc1c(OC(C)=O)cc(C(=O)O)cc1[N+](=O)[O-], Cl, [Na+], [OH-], O. The product is CC(=O)Nc1c(O)cc(C(=O)O)cc1[N+](=O)[O-]. Reaction SMILES: [C:1](=[O:2])([CH3:3])[O:4][c:5]1[cH:6][c:7]([C:8](=[O:9])[OH:10])[cH:11][c:12]([N+:18](=[O:19])[O-:20])[c:13]1[NH:14][C:15]([CH3:16])=[O:17].[ClH:21].[Na+:23].[OH-:22].[OH2:24]>>[OH:4][c:5]1[cH:6][c:7]([C:8](=[O:9])[OH:10])[cH:11][c:12]([N+:18](=[O:19])[O-:20])[c:13]1[NH:14][C:15]([CH3:16])=[O:17].